Task: describe an organic reaction: reactants, conditions, products, and yield. Dataset: the Open Reaction Database (ORD), a public repository of structured organic reaction records Starting materials: COC(C(CC1=CC=C(C=C1)C#N)C=1N=CN(C1)C(C1=CC=CC=C1)(C1=CC=CC=C1)C1=CC=CC=C1)=O (2-{1-(triphenylmethyl)-1H-imidazol-4-yl}-2-(4-cyanobenzyl)-acetic acid methyl ester), [OH-].[Li+] (lithium hydroxide), Cl (hydrochloric acid). The solvent is C1CCOC1 (THF). Yields the product C1(=CC=CC=C1)C(N1C=NC(=C1)C(C(=O)O)CC1=CC=C(C=C1)C#N)(C1=CC=CC=C1)C1=CC=CC=C1 (2-{1-(Triphenylmethyl)-1H-imidazol-4-yl}-2-(4-cyanobenzyl)-acetic acid). Reaction SMILES: C[O:2][C:3](=[O:38])[CH:4]([C:14]1[N:15]=[CH:16][N:17]([C:19]([C:32]2[CH:37]=[CH:36][CH:35]=[CH:34][CH:33]=2)([C:26]2[CH:31]=[CH:30][CH:29]=[CH:28][CH:27]=2)[C:20]2[CH:25]=[CH:24][CH:23]=[CH:22][CH:21]=2)[CH:18]=1)[CH2:5][C:6]1[CH:11]=[CH:10][C:9]([C:12]#[N:13])=[CH:8][CH:7]=1.[OH-].[Li+].Cl>C1COCC1>[C:32]1([C:19]([C:20]2[CH:25]=[CH:24][CH:23]=[CH:22][CH:21]=2)([C:26]2[CH:27]=[CH:28][CH:29]=[CH:30][CH:31]=2)[N:17]2[CH:18]=[C:14]([CH:4]([CH2:5][C:6]3[CH:11]=[CH:10][C:9]([C:12]#[N:13])=[CH:8][CH:7]=3)[C:3]([OH:38])=[O:2])[N:15]=[CH:16]2)[CH:37]=[CH:36][CH:35]=[CH:34][CH:33]=1 |f:1.2|. Reported procedure: A solution of the 2-{1-(triphenylmethyl)-1H-imidazol-4-yl}-2-(4-cyanobenzyl)-acetic acid methyl ester in THF was treated with 1 equivalent of 1M lithium hydroxide solution. Upon consumption of starting material as determined by t.l.c, 1 equivalent of hydrochloric acid was added and the solution evaporated to dryness in vacuo. The material obtained in this manner could be used without furthur purification. Starting materials: [BH4-], CO, CNC(=O)C(=O)c1ccccc1COC, [Na+]. Yields the product CNC(=O)C(O)c1ccccc1COC. As a reaction SMILES: [BH4-:16].[CH3:18][OH:19].[CH3:1][O:2][CH2:3][c:4]1[c:5]([C:10]([C:11](=[O:12])[NH:13][CH3:14])=[O:15])[cH:6][cH:7][cH:8][cH:9]1.[Na+:17]>>[CH3:1][O:2][CH2:3][c:4]1[c:5]([CH:10]([C:11](=[O:12])[NH:13][CH3:14])[OH:15])[cH:6][cH:7][cH:8][cH:9]1. Starting materials: NC(COC1=NOC2=C1C=C(C=C2)Cl)CO (3-(2-amino-3-hydroxypropoxy)-5-chloro-1,2-benzoisoxazole), O1CCOCC1 (dioxane), Cl (hydrogen chloride). Run in C(C)(=O)OCC (ethyl acetate). The product is Cl.NC(COC1=NOC2=C1C=C(C=C2)Cl)CO (3-(2-amino-3-hydroxypropoxy)-5-chloro-1,2-benzoisoxazole hydrochloride). RXN SMILES: [NH2:1][CH:2]([CH2:15][OH:16])[CH2:3][O:4][C:5]1[C:9]2[CH:10]=[C:11]([Cl:14])[CH:12]=[CH:13][C:8]=2[O:7][N:6]=1.O1CCOCC1.Cl>C(OCC)(=O)C>[ClH:14].[NH2:1][CH:2]([CH2:15][OH:16])[CH2:3][O:4][C:5]1[C:9]2[CH:10]=[C:11]([Cl:14])[CH:12]=[CH:13][C:8]=2[O:7][N:6]=1 |f:4.5|. Procedure details: To a solution of 4.13 g of 3-(2-amino-3-hydroxypropoxy)-5-chloro-1,2-benzoisoxazole in 82 ml of ethyl acetate is added 13.6 ml of a dioxane solution (2.2N) of hydrogen chloride, and the crystals precipitated are collected by filtration to obtain 4.52 g of colorless, crystalline 3-(2-amino-3-hydroxypropoxy)-5-chloro-1,2-benzoisoxazole hydrochloride having a melting point of 216°-217° C. The reactants are O (Water), NC1=CC=C2C(=NN(C2=C1)C=1SC=C(N1)C(=O)OCC)C1=CC=CC=C1 (Ethyl 2-(6-amino-3-phenyl-1H-indazol-1-yl)thiazole-4-carboxylate), C(C1=CC=CC=C1)=O (benzaldehyde), C(C)(=O)O[BH-](OC(C)=O)OC(C)=O.[Na+] (sodium triacetoxyborohydride). Solvent: ClCCl (dichloromethane), C(C)(=O)O (acetic acid). Run at time 8 hour. Product: C(C1=CC=CC=C1)NC1=CC=C2C(=NN(C2=C1)C=1SC=C(N1)C(=O)OCC)C1=CC=CC=C1 (Ethyl 2-{6-(benzylamino)-3-phenyl-1H-indazol-1-yl}thiazole-4-carboxylate). The yield is 19.2%. RXN SMILES: [NH2:1][C:2]1[CH:10]=[C:9]2[C:5]([C:6]([C:21]3[CH:26]=[CH:25][CH:24]=[CH:23][CH:22]=3)=[N:7][N:8]2[C:11]2[S:12][CH:13]=[C:14]([C:16]([O:18][CH2:19][CH3:20])=[O:17])[N:15]=2)=[CH:4][CH:3]=1.[CH:27](=O)[C:28]1[CH:33]=[CH:32][CH:31]=[CH:30][CH:29]=1.C(O[BH-](OC(=O)C)OC(=O)C)(=O)C.[Na+].O>ClCCl.C(O)(=O)C>[CH2:27]([NH:1][C:2]1[CH:10]=[C:9]2[C:5]([C:6]([C:21]3[CH:22]=[CH:23][CH:24]=[CH:25][CH:26]=3)=[N:7][N:8]2[C:11]2[S:12][CH:13]=[C:14]([C:16]([O:18][CH2:19][CH3:20])=[O:17])[N:15]=2)=[CH:4][CH:3]=1)[C:28]1[CH:33]=[CH:32][CH:31]=[CH:30][CH:29]=1 |f:2.3|. Procedure: To a solution of the compound of Example 4 (10 mg) in dichloromethane (350 μL, manufactured by Kanto Chemical Co., Inc.), acetic acid (10 μL, manufactured by Wako Pure Chemical Industries, Ltd.), benzaldehyde (4 mg, manufactured by Nacalai Tesque, Inc.) and sodium triacetoxyborohydride (17.7 mg, manufactured by Sigma-Aldrich Corp.) were added, and the mixture was stirred overnight at room temperature. Water (1 mL) was added to the reaction solution, and the mixture was extracted with ethyl aceta... The reactants are N[C@H](C(=O)O)CC1=CC=C(C=C1)OCCC=1N=C(OC1C)C1=CC=CC=C1 ((2S)-2-amino-3-{4-[2-(5-methyl-2-phenyl-1,3oxazol-4-yl)ethoxy]phenyl}propanoic acid), FC1=C(C=CC=C1C(F)(F)F)C(CC(CC)=O)=O (1-(2-fluoro-3-trifluoromethylphenyl)-1,3-pentanedione). Yields the product FC1=C(C=CC=C1C(F)(F)F)C(\C=C(\C)/N[C@H](C(=O)O)CC1=CC=C(C=C1)OCCC=1N=C(OC1C)C1=CC=CC=C1)=O ((2S)-2-({(Z)-3-[2-fluoro-3-(trifluoromethyl)phenyl]-1-methyl-3-oxo-1-propenyl}amino)-3-{4-[2-(5-methyl-2-phenyl-1,3-oxazol-4-yl)ethoxy]phenyl}propanoic acid), Example 26. The yield is 35.0%. Reaction SMILES: [NH2:1][C@@H:2]([CH2:6][C:7]1[CH:12]=[CH:11][C:10]([O:13][CH2:14][CH2:15][C:16]2[N:17]=[C:18]([C:22]3[CH:27]=[CH:26][CH:25]=[CH:24][CH:23]=3)[O:19][C:20]=2[CH3:21])=[CH:9][CH:8]=1)[C:3]([OH:5])=[O:4].[F:28][C:29]1[C:34]([C:35]([F:38])([F:37])[F:36])=[CH:33][CH:32]=[CH:31][C:30]=1[C:39](=[O:45])[CH2:40][C:41](=O)[CH2:42]C>>[F:28][C:29]1[C:34]([C:35]([F:37])([F:38])[F:36])=[CH:33][CH:32]=[CH:31][C:30]=1[C:39](=[O:45])/[CH:40]=[C:41](\[NH:1][C@@H:2]([CH2:6][C:7]1[CH:12]=[CH:11][C:10]([O:13][CH2:14][CH2:15][C:16]2[N:17]=[C:18]([C:22]3[CH:27]=[CH:26][CH:25]=[CH:24][CH:23]=3)[O:19][C:20]=2[CH3:21])=[CH:9][CH:8]=1)[C:3]([OH:5])=[O:4])/[CH3:42]. Procedure: The title compound was prepared (as described above for the preparation of Example 12) from 190 mg (0.52 mmol) of Intermediate 45 and 120 mg (0.52 mmol) of Intermediate 37 to yield 102 mg (35% yield) of Example 26: 1H NMR (DMSO-d6, 400 MHz) δ11.36 (d, 1H, J=8.9), 7.9 (m, 3H), 7.77 (t, 1H, J=6.9), 7.46 (m, 3H), 7.42 (m, 1H), 7.11 (d, 2H, J=8.5), 6.81 (d, 2H, J=8.5), 5.22 (s, 1H), 4.14 (t, 2H, J=6.6), 4.1 (m, 1H), 3.13 (m, 1H), 2.87 (t, 2H, J=6.6), 2.78 (dd, 1H, J=13.7, 8.5), 2.31 (s, 3H), 1.68 (s...